From a dataset of the Open Reaction Database (ORD), a public repository of structured organic reaction records. describe an organic reaction: reactants, conditions, products, and yield The reactants are [BH4-], Cc1ccccc1, CO, O=Cc1ccccc1, Cc1nc2cccc(N)c2[nH]1, [Na+], O, Cc1ccc(S(=O)(=O)O)cc1. Yields the product Cc1nc2cccc(NCc3ccccc3)c2[nH]1. Reaction SMILES: [BH4-:31].[CH3:33][c:34]1[cH:35][cH:36][cH:37][cH:38][cH:39]1.[CH3:40][OH:41].[CH:12](=[O:13])[c:14]1[cH:15][cH:16][cH:17][cH:18][cH:19]1.[NH2:1][c:2]1[cH:3][cH:4][cH:5][c:6]2[n:7][c:8]([CH3:11])[nH:9][c:10]12.[Na+:32].[OH2:42].[c:20]1([CH3:21])[cH:22][cH:23][c:24]([S:25]([OH:26])(=[O:27])=[O:28])[cH:29][cH:30]1>>[NH:1]([c:2]1[cH:3][cH:4][cH:5][c:6]2[n:7][c:8]([CH3:11])[nH:9][c:10]12)[CH2:12][c:14]1[cH:15][cH:16][cH:17][cH:18][cH:19]1. Procedure details: To a solution of 6-chloronicotinic acid (Aldrich, 1.00 g, 6.35 mmol) and t-BuOK (1.42 g, 12.7 mmol) in DMSO (10.0 mL) was added 2-morpholinoethanol (1.5 mL, 12.7 mmol) at room temperature. The reaction mixture was then heated at 95° C. for 16 h. Additional t-BuOK (1.42 g, 12.7 mmol), 2-morpholinoethanol (1.54 mL, 12.7 mmol) and DMSO (10.0 mL) were added, and the reaction mixture was heated at 95° C. for another 24 h. The reaction mixture was then cooled to room temperature, poured into ice cold ... Run at temperature 95 celsius. Yields the product O1CCN(CC1)CCOC1=NC=C(C(=O)O)C=C1 (6-(2-Morpholinoethoxy)nicotinic acid). As a reaction SMILES: Cl[C:2]1[CH:10]=[CH:9][C:5]([C:6]([OH:8])=[O:7])=[CH:4][N:3]=1.CC([O-])(C)C.[K+].[O:17]1[CH2:22][CH2:21][N:20]([CH2:23][CH2:24][OH:25])[CH2:19][CH2:18]1>CS(C)=O>[O:17]1[CH2:22][CH2:21][N:20]([CH2:23][CH2:24][O:25][C:2]2[CH:10]=[CH:9][C:5]([C:6]([OH:8])=[O:7])=[CH:4][N:3]=2)[CH2:19][CH2:18]1 |f:1.2|. Starting materials: CC(C)(C)[O-].[K+] (t-BuOK), O1CCN(CC1)CCO (2-morpholinoethanol), ClC1=NC=C(C(=O)O)C=C1 (6-chloronicotinic acid), CC(C)(C)[O-].[K+] (t-BuOK), O1CCN(CC1)CCO (2-morpholinoethanol), ice. Yield: 9.4%. The solvent is CS(=O)C (DMSO), CS(=O)C (DMSO).